Dataset: the Open Reaction Database (ORD), a public repository of structured organic reaction records. Task: describe an organic reaction: reactants, conditions, products, and yield Starting materials: CCOC(=O)C (EtOAc), C([O-])([O-])=O.[Cs+].[Cs+] (cesium carbonate), C(C)(=O)C1=CC2=C(NC(S2)=O)C=C1 (6-acetyl-3H-1,3-benzothiazol-2-one), COCCl (chloromethyl methyl ether). The solvent is CN(C=O)C (dimethylformamide). Product: C(C)(=O)C1=CC2=C(N(C(S2)=O)COC)C=C1 (6-acetyl-3-(methoxymethyl)-3H-1,3-benzothiazol-2-one). The yield is 75.4%. Reaction SMILES: C(=O)([O-])[O-].[Cs+].[Cs+].[C:7]([C:10]1[CH:19]=[CH:18][C:13]2[NH:14][C:15](=[O:17])[S:16][C:12]=2[CH:11]=1)(=[O:9])[CH3:8].[CH3:20][O:21][CH2:22]Cl.CCOC(C)=O>CN(C)C=O>[C:7]([C:10]1[CH:19]=[CH:18][C:13]2[N:14]([CH2:20][O:21][CH3:22])[C:15](=[O:17])[S:16][C:12]=2[CH:11]=1)(=[O:9])[CH3:8] |f:0.1.2|. Procedure: Add cesium carbonate (1.5 Eq; 310.5 mmoles; 101.1 g) to a solution of 6-acetyl-3H-1,3-benzothiazol-2-one (40.0 g, 207 mmoles) in dimethylformamide (690 mL). Add chloromethyl methyl ether (1.3 Eq, 269 mmoles, 20.4 mL) dropwise and stir at room temperature for 18 hr. Transfer to a separatory funnel, add EtOAc (1 L), wash with water (2×200 mL), and then brine (200 mL). Back extract with DCM (300 mL). Dry the combined organic layers over Na2SO4, filter and concentrate. Slurry the concentrate in 200 ... The reactants are BrCC(=O)C=1C=C(C=CC1C)NC(C1=CC(=CC=C1)C(C)(C)C#N)=O (N-(3-(2-bromoacetyl)-4-methylphenyl)-3-(2-cyanopropan-2-yl)benzamide), CCN(C(C)C)C(C)C (DIPEA), C1(=CC=CC=C1)C(C1=CC=CC=C1)(C1=CC=CC=C1)S (triphenylmethyl mercaptan). The solvent is CN(C)C=O (DMF). Yields the product C(#N)C(C)(C)C=1C=C(C(=O)NC2=CC(=C(C=C2)C)C(CSC(C2=CC=CC=C2)(C2=CC=CC=C2)C2=CC=CC=C2)=O)C=CC1 (3-(2-cyanopropan-2-yl)-N-(4-methyl-3-(2-(tritylthio)acetyl)phenyl)benzamide). Yield: 70.9%. RXN SMILES: Br[CH2:2][C:3]([C:5]1[CH:6]=[C:7]([NH:12][C:13](=[O:25])[C:14]2[CH:19]=[CH:18][CH:17]=[C:16]([C:20]([C:23]#[N:24])([CH3:22])[CH3:21])[CH:15]=2)[CH:8]=[CH:9][C:10]=1[CH3:11])=[O:4].CCN(C(C)C)C(C)C.[C:35]1([C:41]([SH:54])([C:48]2[CH:53]=[CH:52][CH:51]=[CH:50][CH:49]=2)[C:42]2[CH:47]=[CH:46][CH:45]=[CH:44][CH:43]=2)[CH:40]=[CH:39][CH:38]=[CH:37][CH:36]=1>CN(C=O)C>[C:23]([C:20]([C:16]1[CH:15]=[C:14]([CH:19]=[CH:18][CH:17]=1)[C:13]([NH:12][C:7]1[CH:8]=[CH:9][C:10]([CH3:11])=[C:5]([C:3](=[O:4])[CH2:2][S:54][C:41]([C:35]2[CH:40]=[CH:39][CH:38]=[CH:37][CH:36]=2)([C:48]2[CH:49]=[CH:50][CH:51]=[CH:52][CH:53]=2)[C:42]2[CH:43]=[CH:44][CH:45]=[CH:46][CH:47]=2)[CH:6]=1)=[O:25])([CH3:22])[CH3:21])#[N:24]. Reported procedure: A solution of N-(3-(2-bromoacetyl)-4-methylphenyl)-3-(2-cyanopropan-2-yl)benzamide 113 (1.127 mmol, 450 mg), DIPEA (1.352 mmol, 0.224 mL) and triphenylmethyl mercaptan (1.240 mmol, 343 mg) in DMF (5 ml) was stirred overnight at room temperature. Evaporated to dryness. Purification by chromatography (0-10% ethyl acetate in Toluene) gave 3-(2-cyanopropan-2-yl)-N-(4-methyl-3-(2-(tritylthio)acetyl)phenyl)benzamide 114 (475 mg, 70.9%). NMR (400 MHz, CDCl3) 1.80 (s, 6H), 2.38 (s, 3H), 3.55 (s, 2H), 7.... The reactants are NC1=CC=C2C(=N1)C(=CN2)C2CCN(CC2)C (5-amino-3-(1-methylpiperidin-4-yl)pyrrolo[3,2-b]pyridine), [N+](=O)([O-])C1=CC=C(O1)C(=O)Cl (5-nitro-2-furoyl chloride). The product is [N+](=O)([O-])C1=CC=C(O1)C(=O)NC1=CC=C2C(=N1)C(=CN2)C2CCN(CC2)C (5-(N-[5-nitro-2-furoyl]amino)-3-(1-methylpiperidin-4-yl)pyrrolo[3,2-b]pyridine). Isolated yield 61.5%. As a reaction SMILES: [NH2:1][C:2]1[N:7]=[C:6]2[C:8]([CH:11]3[CH2:16][CH2:15][N:14]([CH3:17])[CH2:13][CH2:12]3)=[CH:9][NH:10][C:5]2=[CH:4][CH:3]=1.[N+:18]([C:21]1[O:25][C:24]([C:26](Cl)=[O:27])=[CH:23][CH:22]=1)([O-:20])=[O:19]>>[N+:18]([C:21]1[O:25][C:24]([C:26]([NH:1][C:2]2[N:7]=[C:6]3[C:8]([CH:11]4[CH2:16][CH2:15][N:14]([CH3:17])[CH2:13][CH2:12]4)=[CH:9][NH:10][C:5]3=[CH:4][CH:3]=2)=[O:27])=[CH:23][CH:22]=1)([O-:20])=[O:19]. Procedure details: Beginning with 0.10 gm (0.044 mMol) 5-amino-3-(1-methylpiperidin-4-yl)pyrrolo[3,2-b]pyridine and 0.0093 mL (0.053 mMol) 5-nitro-2-furoyl chloride, 0.010 gm (64%) of the title compound were prepared essentially by the procedure described in Example 7. Reactants: Cl (hydrochloric acid), aqueous solution, [OH-].[Na+] (sodium hydroxide), aqueous solution, [OH-].[Na+] (sodium hydroxide), OC1=C(C(=O)OC)C=CC(=C1)OC1CCN(CC1)S(=O)(=O)C (methyl 2-hydroxy-4-((1-(methylsulfonyl)piperidin-4-yl)oxy)benzoate), O (water). The solvent is C(C)(=O)OCC (ethyl acetate), O1CCOCC1 (dioxane), CO (methanol). Reaction conditions: time 3 hour. The product is OC1=C(C(=O)O)C=CC(=C1)OC1CCN(CC1)S(=O)(=O)C (2-hydroxy-4-((1-(methylsulfonyl)piperidin-4-yl)oxy)benzoic acid). Yield: 99.0%. Reaction SMILES: [OH-].[Na+].[OH:3][C:4]1[CH:13]=[C:12]([O:14][CH:15]2[CH2:20][CH2:19][N:18]([S:21]([CH3:24])(=[O:23])=[O:22])[CH2:17][CH2:16]2)[CH:11]=[CH:10][C:5]=1[C:6]([O:8]C)=[O:7].O.Cl>O1CCOCC1.CO.C(OCC)(=O)C>[OH:3][C:4]1[CH:13]=[C:12]([O:14][CH:15]2[CH2:16][CH2:17][N:18]([S:21]([CH3:24])(=[O:23])=[O:22])[CH2:19][CH2:20]2)[CH:11]=[CH:10][C:5]=1[C:6]([OH:8])=[O:7] |f:0.1|. Procedure: A 2 mol/L aqueous solution of sodium hydroxide (0.87 mL) was added to a solution mixture of the obtained methyl 2-hydroxy-4-((1-(methylsulfonyl)piperidin-4-yl)oxy)benzoate (0.19 g) in dioxane (0.95 mL) and methanol (0.95 mL), followed by stirring at room temperature for 3 hours. A 2 mol/L aqueous solution of sodium hydroxide (0.58 mL) was added to the reaction mixture, followed by heating to reflux for 1 hour and 30 minutes. The reaction mixture was cooled to room temperature, and then water was... Reactants: Cc1cncc(-c2cccc(C(=O)CC(=O)Nc3cc(C(F)(F)F)c(C)cc3NC(=O)OC(C)(C)C)c2)n1, ClCCl, O=C(O)C(F)(F)F. The product is Cc1cncc(-c2cccc(C3=Nc4cc(C)c(C(F)(F)F)cc4NC(=O)C3)c2)n1. As a reaction SMILES: [C:1]([O:2][C:3](=[O:4])[NH:7][c:8]1[c:9]([NH:19][C:20]([CH2:21][C:22](=[O:5])[c:24]2[cH:25][c:26](-[c:30]3[n:31][c:32]([CH3:36])[cH:33][n:34][cH:35]3)[cH:27][cH:28][cH:29]2)=[O:37])[cH:10][c:11]([C:15]([F:16])([F:17])[F:18])[c:12]([CH3:14])[cH:13]1)([CH3:6])([CH3:23])[CH3:38].[Cl:46][CH2:47][Cl:48].[F:39][C:40]([F:41])([F:42])[C:43]([OH:44])=[O:45]>>[N:7]1=[C:22]([c:24]2[cH:25][c:26](-[c:30]3[n:31][c:32]([CH3:36])[cH:33][n:34][cH:35]3)[cH:27][cH:28][cH:29]2)[CH2:21][C:20](=[O:37])[NH:19][c:9]2[c:8]1[cH:13][c:12]([CH3:14])[c:11]([C:15]([F:16])([F:17])[F:18])[cH:10]2. Reactants: O=C([O-])[O-], CC(=O)c1ccc(O)cc1O, CC(C)=CCCl, Cl, [K+], [K+], C1CCOC1. The product is CC(=O)c1ccc(O)c(CC=C(C)C)c1O. Reaction SMILES: [C:12](=[O:13])([O-:14])[O-:15].[CH3:1][C:2](=[O:3])[c:4]1[cH:5][cH:6][c:7]([OH:8])[cH:9][c:10]1[OH:11].[Cl:18][CH2:19][CH:20]=[C:21]([CH3:22])[CH3:23].[ClH:24].[K+:16].[K+:17].[O:25]1[CH2:26][CH2:27][CH2:28][CH2:29]1>>[CH3:1][C:2](=[O:3])[c:4]1[cH:5][cH:6][c:7]([OH:8])[c:9]([CH2:19][CH:20]=[C:21]([CH3:22])[CH3:23])[c:10]1[OH:11]. The reactants are [H-].[Na+] (sodium hydride), [I-].C[S+](=O)(C)C (trimethylsulphoxonium iodide), CS(=O)C (dimethylsulphoxide), ClC1=CC=C(COC(C(COC2=NC(=CC=C2)Cl)=O)(C)C)C=C1 (3-(4-chlorobenzyloxy)-(6-chloropyridin-2-yloxy)-3-methyl-2-butanone), CS(=O)C (dimethylsulphoxide). Run in O (water). Run at temperature 60 celsius. The product is ClC1=CC=C(COC(C)(C)C2(OC2)COC2=NC(=CC=C2)Cl)C=C1 (2-[2-(4-chlorobenzyloxy)-prop-2-yl]-2-(6-chloropyridin-2-yloxymethyl)-oxirane). As a reaction SMILES: [H-].[Na+].[I-].C[S+](C)(C)=O.[CH3:9]S(C)=O.[Cl:13][C:14]1[CH:35]=[CH:34][C:17]([CH2:18][O:19][C:20]([CH3:33])([CH3:32])[C:21](=[O:31])[CH2:22][O:23][C:24]2[CH:29]=[CH:28][CH:27]=[C:26]([Cl:30])[N:25]=2)=[CH:16][CH:15]=1>O>[Cl:13][C:14]1[CH:15]=[CH:16][C:17]([CH2:18][O:19][C:20]([C:21]2([CH2:22][O:23][C:24]3[CH:29]=[CH:28][CH:27]=[C:26]([Cl:30])[N:25]=3)[CH2:9][O:31]2)([CH3:32])[CH3:33])=[CH:34][CH:35]=1 |f:0.1,2.3|. Reported procedure: 1.5 g (0.05 mol) of 80% pure sodium hydride are added in portions to a mixture of 11 g (0.05 mol) of trimethylsulphoxonium iodide and 60 ml of dimethylsulphoxide at 10° C., with stirring. The reaction mixture is stirred for 15 minutes, 17.7 g (0.05 mol) of 3-(4-chlorobenzyloxy)-(6-chloropyridin-2-yloxy)-3-methyl-2-butanone in a little dimethylsulphoxide are then added dropwise and the mixture is warmed at 60° C. for 1 hour. It is subsequently poured into water, under a nitrogen atmosphere, and e...